This data is from the Open Reaction Database (ORD), a public repository of structured organic reaction records. The task is: describe an organic reaction: reactants, conditions, products, and yield Starting materials: FC(C(=O)N)(F)F (trifluoroacetamide), C(C)(=O)OI(OC(C)=O)C1=CC=CC=C1 ((diacetoxyiodo)benzene), CC(C)([Si](OCCCS(CCCO[Si](C(C)(C)C)(C)C)=O)(C)C)C (2,2,3,3,13,13,14,14-octamethyl-4,12-dioxa-8-thia-3,13-disilapentadecane 8-oxide), FC(C(=O)N)(F)F (trifluoroacetamide), [O-2].[Mg+2] (magnesium oxide), C(C)(=O)OI(OC(C)=O)C1=CC=CC=C1 ((diacetoxyiodo)benzene), C([O-])([O-])=O.[K+].[K+] (Potassium carbonate). The reagents and catalysts are CC(=O)[O-].CC(=O)[O-].CC(=O)[O-].CC(=O)[O-].[Rh+2].[Rh+2] (rhodium acetate dimer), CC(=O)[O-].CC(=O)[O-].CC(=O)[O-].CC(=O)[O-].[Rh+2].[Rh+2] (rhodium acetate dimer). Solvent: C(Cl)Cl (DCM), ClCCl (dichloromethane). Run at time 18 hour. Yields the product N=S(CCCO[Si](C(C)(C)C)(C)C)(CCCO[Si](C(C)(C)C)(C)C)=O (8-Imino-2,2,3,3,13,13,14,14-Octamethyl-4,12-dioxa-8λ4-thia-3,13-disilapentadecane 8-oxide). The yield is 72.0%. Reaction SMILES: [CH3:1][C:2]([CH3:24])([Si:4]([CH3:23])([CH3:22])[O:5][CH2:6][CH2:7][CH2:8][S:9](=[O:21])[CH2:10][CH2:11][CH2:12][O:13][Si:14]([CH3:20])([CH3:19])[C:15]([CH3:18])([CH3:17])[CH3:16])[CH3:3].FC(F)(F)C([NH2:29])=O.[O-2].[Mg+2].C(OI(C1C=CC=CC=1)OC(=O)C)(=O)C.C(=O)([O-])[O-].[K+].[K+]>ClCCl.CC([O-])=O.CC([O-])=O.CC([O-])=O.CC([O-])=O.[Rh+2].[Rh+2]>[NH:29]=[S:9](=[O:21])([CH2:10][CH2:11][CH2:12][O:13][Si:14]([CH3:20])([CH3:19])[C:15]([CH3:16])([CH3:17])[CH3:18])[CH2:8][CH2:7][CH2:6][O:5][Si:4]([CH3:23])([CH3:22])[C:2]([CH3:24])([CH3:1])[CH3:3] |f:2.3,5.6.7,9.10.11.12.13.14|. Reported procedure: To a solution of 2,2,3,3,13,13,14,14-octamethyl-4,12-dioxa-8-thia-3,13-disilapentadecane 8-oxide in anhydrous dichloromethane (150 mL) was added trifluoroacetamide (7.60 g, 2 eq), magnesium oxide (5.256 g. 4 eq), rhodium acetate dimer (432 mg, 0.03 eq), and (diacetoxyiodo)benzene (15.75 g, 1.5 eq) under nitrogen atmosphere at room temperature. The greenish reaction mixture was stirred at room temperature for 18 hours. Then additional amount of trifluoroacetamide (3.0 g), rhodium acetate dimer (3... The reactants are ClC=1C=C(C=C(C1)C#N)OC=1C(=C(C=CC1[N+](=O)[O-])C(C(=O)OC(C)(C)C)C(=O)OC(C)(C)C)F (bis(1,1-dimethylethyl) {3-[(3-chloro-5-cyanophenyl)oxy]-2-fluoro-4-nitrophenyl}propanedioate), C(=O)(C(F)(F)F)O (TFA). The solvent is C(Cl)Cl (CH2Cl2). Yields the product ClC=1C=C(C=C(C1)C#N)OC=1C(=C(C=CC1[N+](=O)[O-])CC(=O)O)F ({3-[(3-chloro-5-cyanophenyl)oxy]-2-fluoro-4-nitrophenyl}acetic acid). Reaction SMILES: [Cl:1][C:2]1[CH:3]=[C:4]([O:10][C:11]2[C:12]([F:35])=[C:13]([CH:20](C(OC(C)(C)C)=O)[C:21]([O:23]C(C)(C)C)=[O:22])[CH:14]=[CH:15][C:16]=2[N+:17]([O-:19])=[O:18])[CH:5]=[C:6]([C:8]#[N:9])[CH:7]=1.C(O)(C(F)(F)F)=O>C(Cl)Cl>[Cl:1][C:2]1[CH:3]=[C:4]([O:10][C:11]2[C:12]([F:35])=[C:13]([CH2:20][C:21]([OH:23])=[O:22])[CH:14]=[CH:15][C:16]=2[N+:17]([O-:19])=[O:18])[CH:5]=[C:6]([C:8]#[N:9])[CH:7]=1. Procedure details: The crude bis(1,1-dimethylethyl) {3-[(3-chloro-5-cyanophenyl)oxy]-2-fluoro-4-nitrophenyl}propanedioate was dissolved in CH2Cl2 (25 mL) and TFA (25 mL) and heated to reflux for 2 h. The reaction mixture was cooled to RT and evaporated. Water (50 mL) and EtOAc (50 mL) were added, the layers were separated and the aqueous layer extracted with EtOAc (3×50 mL). The organic extracts were combined, dried over Na2SO4, filtered and evaporated to give the title compound as an oil. 1H NMR (400 MHz, DMSO-d6...